From a dataset of the Open Reaction Database (ORD), a public repository of structured organic reaction records. describe an organic reaction: reactants, conditions, products, and yield Starting materials: COC(OC)=O (dimethylcarbonate), C1COCCOCCOCCOCCOCCO1 (18-crown-6). The solvent is C(C)OCC (diethylether). The product is C1COCCOCCOCCOCCOCCO1.COC(OC)=O (18-crown-6 dimethylcarbonate). Reaction SMILES: [CH3:1][O:2][C:3](=[O:6])[O:4][CH3:5].[CH2:7]1[O:24][CH2:23][CH2:22][O:21][CH2:20][CH2:19][O:18][CH2:17][CH2:16][O:15][CH2:14][CH2:13][O:12][CH2:11][CH2:10][O:9][CH2:8]1>C(OCC)C>[CH2:10]1[O:9][CH2:8][CH2:7][O:24][CH2:23][CH2:22][O:21][CH2:20][CH2:19][O:18][CH2:17][CH2:16][O:15][CH2:14][CH2:13][O:12][CH2:11]1.[CH3:1][O:2][C:3](=[O:6])[O:4][CH3:5] |f:3.4|. Procedure details: 5 Equivalents of dimethylcarbonate were added to a solution of 53 mg 18-crown-6 in 1 ml diethylether at 25° C. A solid complex was formed immediately. The precipitated crystals were filtered off at atmospheric pressure. The crystals contained 81% of the starting amount of 18-crown-6. A melting point range of 39°-54° C. was observed. The reactants are ClC1=CC=C(C=C1)C1=N[C@]2(C=3N(C4=C1C(=C(S4)C)C)C(=NN3)C)[C@@H](C2)COC ((1S,2R)-4′-(4-chlorophenyl)-2-(methoxymethyl)-2′,3′,9′-trimethylspiro[cyclopropane-1,6′-thieno[3,2-f][1,2,4]triazolo[4,3-a][1,4]diazepine]), ClC1=CC=C(C=C1)C=1C2=C(NC(C3(N1)CC3)=O)SC(=C2C)C (5′-(4-chlorophenyl)-6′,7′-dimethylspiro[cyclopropane-1,3′-thieno[2,3-e][1,4]diazepin]-2′(1′H)-one). Product: ClC1=CC=C(C=C1)C1=NC2(C=3N(C4=C1C(=C(S4)C)C)C(=NN3)C)CC2 (4′-(4-Chlorophenyl)-2′,3′,9′-trimethylspiro[cyclopropane-1,6′-thieno[3,2-f][1,2,4]triazolo[4,3-a][1,4]diazepine]). Reaction SMILES: [Cl:1][C:2]1[CH:7]=[CH:6][C:5]([C:8]2[C:14]3[C:15]([CH3:19])=[C:16]([CH3:18])[S:17][C:13]=3[N:12]3[C:20]([CH3:23])=[N:21][N:22]=[C:11]3[C@@:10]3([CH2:25][C@H:24]3COC)[N:9]=2)=[CH:4][CH:3]=1.ClC1C=CC(C2C3C(C)=C(C)SC=3NC(=O)C3(CC3)N=2)=CC=1>>[Cl:1][C:2]1[CH:3]=[CH:4][C:5]([C:8]2[C:14]3[C:15]([CH3:19])=[C:16]([CH3:18])[S:17][C:13]=3[N:12]3[C:20]([CH3:23])=[N:21][N:22]=[C:11]3[C:10]3([CH2:25][CH2:24]3)[N:9]=2)=[CH:6][CH:7]=1. Reported procedure: A procedure analogous to that set forth for Compound 202 was followed, with the exception that 5′-(4-chlorophenyl)-6′,7′-dimethylspiro[cyclopropane-1,3′-thieno[2,3-e][1,4]diazepin]-2′(1′H)-one was used as starting material. LRMS (M+H)+: 369 m/z. 1H NMR (400 MHz, DMSO-d6) δ 7.39-7.57 (m, 4H), 2.60 (s, 3H), 2.39 (s, 3H), 1.67-1.83 (m, 1H), 1.57 (s, 3H), 1.33-1.45 (m, 1H), 0.83 (t, J=8.47 Hz, 2H). Reactants: [N+](=O)([O-])C=1C=C(CO)C=C(C1)[N+](=O)[O-] (3,5-dinitrobenzyl alcohol), N(=NC(=O)OCC)C(=O)OCC (diethyl azodicarboxylate), C1(=CC=CC=C1)C=1C(=O)NC(C1)=O (α-phenylmaleimide), C1(=CC=CC=C1)P(C1=CC=CC=C1)C1=CC=CC=C1 (triphenylphosphine). The solvent is C1(=CC=CC=C1)C (toluene), C1CCOC1 (THF), O (water). Run at time 24 hour. Yields the product [N+](=O)([O-])C=1C=C(C=C(C1)[N+](=O)[O-])CN1C(C(=CC1=O)C1=CC=CC=C1)=O (N-(3,5-dinitrophenyl)methyl-α-phenylmaleimide). Yield: 74.0%. RXN SMILES: [N+:1]([C:4]1[CH:5]=[C:6]([CH:9]=[C:10]([N+:12]([O-:14])=[O:13])[CH:11]=1)[CH2:7]O)([O-:3])=[O:2].[C:15]1([C:21]2[C:22]([NH:24][C:25](=[O:27])[CH:26]=2)=[O:23])[CH:20]=[CH:19][CH:18]=[CH:17][CH:16]=1.C1(P(C2C=CC=CC=2)C2C=CC=CC=2)C=CC=CC=1.N(C(OCC)=O)=NC(OCC)=O>C1COCC1.O.C1(C)C=CC=CC=1>[N+:1]([C:4]1[CH:5]=[C:6]([CH2:7][N:24]2[C:25](=[O:27])[CH:26]=[C:21]([C:15]3[CH:16]=[CH:17][CH:18]=[CH:19][CH:20]=3)[C:22]2=[O:23])[CH:9]=[C:10]([N+:12]([O-:14])=[O:13])[CH:11]=1)([O-:3])=[O:2]. Reported procedure: In a 500 ml three-necked flask equipped with a stirring means and a dropping funnel were placed 7.92 g of 3,5-dinitrobenzyl alcohol, 6.90 g of α-phenylmaleimide and 11.5 g of triphenylphosphine, and the mixture was dissolved in 200 ml of THF with stirring. To the solution was added dropwise 20.9 g of diethyl azodicarboxylate (as a 40% toluene solution) at 0° C. or lower. After the dropwise addition, the temperature was allowed to rise to room temperature and stirring was continued for 24 hours. ... Starting materials: OC1=C2C=CN=C(C2=CC=C1)C (5-hydroxy-1-methylisoquinoline), C(C)(=O)OC(C)=O (acetic anhydride). The solvent is N1=CC=CC=C1 (pyridine). Yields the product C(C)(=O)OC1=C2C=CN=C(C2=CC=C1)C (5-acetoxy-1-methylisoquinoline). Reaction SMILES: [OH:1][C:2]1[CH:11]=[CH:10][CH:9]=[C:8]2[C:3]=1[CH:4]=[CH:5][N:6]=[C:7]2[CH3:12].[C:13](OC(=O)C)(=[O:15])[CH3:14]>N1C=CC=CC=1>[C:13]([O:1][C:2]1[CH:11]=[CH:10][CH:9]=[C:8]2[C:3]=1[CH:4]=[CH:5][N:6]=[C:7]2[CH3:12])(=[O:15])[CH3:14]. Procedure details: For example, 5-hydroxy-1-methylisoquinoline 64.9, prepared as described in J. Med. Chem., 1968, 11, 700, is reacted with acetic anhydride in pyridine to afford 5-acetoxy-1-methylisoquinoline 64.10. The latter compound is reacted with N-bromosuccinimide in refluxing ethyl acetate to yield 5-acetoxy-1-bromomethylisoquinoline 64.11. The product is then reacted with five molar equivalents of a trialkyl phosphite at 120° to give the phosphonate product 64.12. The acetoxy group is hydrolyzed by reacti...